Dataset: the Open Reaction Database (ORD), a public repository of structured organic reaction records. Task: describe an organic reaction: reactants, conditions, products, and yield Reactants: COC(=O)C=1C=2N(C=CN1)C(=C(N2)C=2SC(=CC2)C#CC2=CC=CC=C2)NC(C)(C)C (3-(tert-butylamino)-2-(5-(phenylethynyl)-thiophen-2-yl)imidazo[1,2-a]pyrazine-8-carboxylic acid methyl ester), C(Cl)Cl.CCCCCC (DCM hexane), [OH-].[Na+] (NaOH), C(C)(=O)O (acetic acid). The solvent is CO (MeOH), CC#N (MeCN). Conditions: time 1 hour. The product is C(C)(C)(C)NC1=C(N=C2N1C=CN=C2C(=O)O)C=2SC(=CC2)C#CC2=CC=CC=C2 (3-(tert-butylamino)-2-(5-(phenylethynyl)thiophen-2-yl)imidazo[1,2-a]pyrazine-8-carboxylic acid). Isolated yield 44.7%. Reaction SMILES: C[O:2][C:3]([C:5]1[C:6]2[N:7]([C:11]([NH:27][C:28]([CH3:31])([CH3:30])[CH3:29])=[C:12]([C:14]3[S:15][C:16]([C:19]#[C:20][C:21]4[CH:26]=[CH:25][CH:24]=[CH:23][CH:22]=4)=[CH:17][CH:18]=3)[N:13]=2)[CH:8]=[CH:9][N:10]=1)=[O:4].[OH-].[Na+].C(O)(=O)C.C(Cl)Cl.CCCCCC>CO.CC#N>[C:28]([NH:27][C:11]1[N:7]2[CH:8]=[CH:9][N:10]=[C:5]([C:3]([OH:4])=[O:2])[C:6]2=[N:13][C:12]=1[C:14]1[S:15][C:16]([C:19]#[C:20][C:21]2[CH:22]=[CH:23][CH:24]=[CH:25][CH:26]=2)=[CH:17][CH:18]=1)([CH3:31])([CH3:29])[CH3:30] |f:1.2,4.5|. Reported procedure: A solution of 200 mg (0.47 mmol) of 3-(tert-butylamino)-2-(5-(phenylethynyl)-thiophen-2-yl)imidazo[1,2-a]pyrazine-8-carboxylic acid methyl ester (Example 106) in a mixture of MeOH (5 ml) and MeCN (5.5 ml) was combined with 5 ml (0.51 mmol) of a 0.1M aq. NaOH solution and stirred at RT for 1 h. The reaction mixture was then combined with 26 μl of a 5 N aq. acetic acid solution. The solvents were then largely removed by distillation under a vacuum. The residual aq. phase was repeatedly extracted w... Reactants: CC(=O)[O-], CN(C)C=O, COC(=O)C(Cl)=C(Cl)C(=O)OC, [NH4+]. Product: COC(=O)C(N)=C(Cl)C(=O)OC. As a reaction SMILES: [CH3:14][C:15](=[O:16])[O-:17].[CH3:18][N:19]([CH3:20])[CH:21]=[O:22].[Cl:1][C:2](=[C:3]([C:4](=[O:5])[O:6][CH3:7])[Cl:8])[C:9](=[O:10])[O:11][CH3:12].[NH4+:13]>>[Cl:1][C:2](=[C:3]([C:4](=[O:5])[O:6][CH3:7])[NH2:13])[C:9](=[O:10])[O:11][CH3:12]. Starting materials: CC1=NNC(C=2C=C3C=CC=CN3C21)=O (4-Methylpyridazino[4,5-b]indolizin-1-one), O (water), C(C)O (ethanol), S(O)(O)(=O)=O (sulfuric acid). Reagents/catalysts: [Pd] (Pd on charcoal). The solvent is C(C)(=O)O (acetic acid). Product: CC1=NNC(C=2C=C3CCCCN3C21)=O (6,7,8,9-tetrahydro-4-(methyl)pyridazino[4,5-b]indolizin-1-one). Reaction SMILES: [CH3:1][C:2]1[C:14]2[N:13]3[C:8]([CH:9]=[CH:10][CH:11]=[CH:12]3)=[CH:7][C:6]=2[C:5](=[O:15])[NH:4][N:3]=1.O.C(O)C.S(=O)(=O)(O)O>[Pd].C(O)(=O)C>[CH3:1][C:2]1[C:14]2[N:13]3[C:8]([CH2:9][CH2:10][CH2:11][CH2:12]3)=[CH:7][C:6]=2[C:5](=[O:15])[NH:4][N:3]=1. Procedure details: 4-Methylpyridazino[4,5-b]indolizin-1-one (5.08 g, 25.5 mmol) was hydrogenated at room temperature and 55 psi using a Parr apparatus in a mixture containing 100 mL each of water, ethanol and acetic acid, 3 mL of concentrated sulfuric acid, and 10% Pd on charcoal (500 mg). A white precipitate was observed. The precipitate and catalyst were filtered through Solka Floc and the solids were washed with methanol and methylene chloride. The washes were evaporated to give 6,7,8,9-tetrahydro-4-(methyl)pyr... The reactants are N(=O)[O-].[Na+] (sodium nitrite), [I-].[K+] (potassium iodide), ClC1=C(N)C(=CC=C1)[N+](=O)[O-] (2-chloro-6-nitroaniline). Solvent: O (water), O (water), Cl (hydrochloric acid). Product: ClC1=C(C(=CC=C1)[N+](=O)[O-])I (1-chloro-2-iodo-3-nitrobenzene). RXN SMILES: [Cl:1][C:2]1[CH:8]=[CH:7][CH:6]=[C:5]([N+:9]([O-:11])=[O:10])[C:3]=1N.N([O-])=O.[Na+].[I-:16].[K+]>Cl.O>[Cl:1][C:2]1[CH:8]=[CH:7][CH:6]=[C:5]([N+:9]([O-:11])=[O:10])[C:3]=1[I:16] |f:1.2,3.4|. Procedure details: 2-chloro-6-nitroaniline (143-1; 1.0 g, 0.0058 mol) was dissolved in hydrochloric acid (10 mL) and cooled in an ice bath. Then a solution of sodium nitrite (0.68 g, 0.0098 mol) in water (10 mL) was added very slowly with stirring. After 15 min the reaction mixture was filtered through glass wool in to a solution of potassium iodide (4.1 g, 0.024 mol) in water (10 mL). The resulting orange mixture was stirred at room temperature overnight. Then it was extracted with ethyl acetate and washed with 1... Starting materials: C1(=CC=CC=C1)CC(C)(C)O (1-phenyl-2-hydroxy-2-methylpropane), Cl (hydrochloric acid). Conditions: time 1 hour. Yields the product C1(=CC=CC=C1)CC(C)(C)Cl (1-phenyl-2-chloro-2-methylpropane). Reaction SMILES: [C:1]1([CH2:7][C:8](O)([CH3:10])[CH3:9])[CH:6]=[CH:5][CH:4]=[CH:3][CH:2]=1.[ClH:12]>>[C:1]1([CH2:7][C:8]([Cl:12])([CH3:10])[CH3:9])[CH:6]=[CH:5][CH:4]=[CH:3][CH:2]=1. Procedure: A mixture of 5.92 g (40 mmoles) of 1-phenyl-2-hydroxy-2-methylpropane and 50 mL conc. hydrochloric acid was stirred at ice bath temperature for 1 h and at RT for 3 h. The reaction mixture was then extracted with ether. The organic layer was dried over MgSO4. Solvent removal gave 1-phenyl-2-chloro-2-methylpropane. Product: C=CCOC(=O)COc1ccc(NC(C)=O)cc1C(=O)NCc1ccc(Br)cc1F. Starting materials: C=CCOC(=O)COc1ccc(N)cc1C(=O)NCc1ccc(Br)cc1F, CC(=O)OC(C)=O, CCOC(C)=O, C1CCOC1, c1ccncc1. RXN SMILES: [CH2:1]([CH:2]=[CH2:3])[O:4][C:5]([CH2:6][O:7][c:8]1[c:9]([C:15]([NH:16][CH2:17][c:18]2[c:19]([F:25])[cH:20][c:21]([Br:24])[cH:22][cH:23]2)=[O:26])[cH:10][c:11]([NH2:14])[cH:12][cH:13]1)=[O:27].[CH3:34][C:35](=[O:36])[O:37][C:38](=[O:39])[CH3:40].[CH3:41][CH2:42][O:43][C:44](=[O:45])[CH3:46].[O:47]1[CH2:48][CH2:49][CH2:50][CH2:51]1.[cH:28]1[cH:29][cH:30][n:31][cH:32][cH:33]1>>[CH2:1]([CH:2]=[CH2:3])[O:4][C:5]([CH2:6][O:7][c:8]1[c:9]([C:15]([NH:16][CH2:17][c:18]2[c:19]([F:25])[cH:20][c:21]([Br:24])[cH:22][cH:23]2)=[O:26])[cH:10][c:11]([NH:14][C:35]([CH3:34])=[O:36])[cH:12][cH:13]1)=[O:27].